This data is from the Open Reaction Database (ORD), a public repository of structured organic reaction records. The task is: describe an organic reaction: reactants, conditions, products, and yield Starting materials: C(\C=C\C(=O)O)(=O)O.O([N+](=O)[O-])C1CCN(CC1)C(=O)C1CCN(CC1)C (1-methylpiperidine-4-carboxylic acid 4-nitroxypiperidide fumarate), OC1CCNCC1.CN1CCC(CC1)C(=O)O (1-methyl-piperidine-4-carboxylic acid 4-hydroxypiperidine). Solvent: C(C)O (ethanol). Product: C(\C=C\C(=O)O)(=O)O.CN1CCC(CC1)C(=O)NCCO[N+](=O)[O-] (1-Methyl-N-(2-nitroxyethyl)-piperidine-4-carboxylic acid amide fumarate). Yield: 74.0%. Reaction SMILES: [C:1]([OH:8])(=[O:7])/[CH:2]=[CH:3]/[C:4]([OH:6])=[O:5].[O:9]([CH:13]1[CH2:18]CN(C(C2CCN(C)CC2)=O)CC1)[N+:10]([O-:12])=[O:11].OC1CC[NH:32]CC1.[CH3:35][N:36]1[CH2:41][CH2:40][CH:39]([C:42]([OH:44])=O)[CH2:38][CH2:37]1>C(O)C>[C:1]([OH:8])(=[O:7])/[CH:2]=[CH:3]/[C:4]([OH:6])=[O:5].[CH3:35][N:36]1[CH2:37][CH2:38][CH:39]([C:42]([NH:32][CH2:18][CH2:13][O:9][N+:10]([O-:12])=[O:11])=[O:44])[CH2:40][CH2:41]1 |f:0.1,2.3,5.6|. Procedure: 1-methylpiperidine-4-carboxylic acid 4-nitroxypiperidide fumarate from 1-methyl-piperidine-4-carboxylic acid 4-hydroxypiperidine; yield 74% of theory; solvent: ethanol; m.p. 173°-175° C. The reactants are CCCC1CC(=O)CC23CCN(C)C(Cc4ccc(OC)cc42)C13, N#CBr. Product: CCCC1CC(=O)CC23CCN(C#N)C(Cc4ccc(OC)cc42)C13. RXN SMILES: [CH3:1][O:2][c:3]1[cH:4][cH:5][c:6]2[c:15]([cH:16]1)[C:14]13[CH:9]([CH:8]([CH2:7]2)[N:19]([CH3:20])[CH2:18][CH2:17]1)[CH:10]([CH2:22][CH2:23][CH3:24])[CH2:11][C:12](=[O:21])[CH2:13]3.[N:25]#[C:26][Br:27]>>[CH3:1][O:2][c:3]1[cH:4][cH:5][c:6]2[c:15]([cH:16]1)[C:14]13[CH:9]([CH:8]([CH2:7]2)[N:19]([C:20]#[N:25])[CH2:18][CH2:17]1)[CH:10]([CH2:22][CH2:23][CH3:24])[CH2:11][C:12](=[O:21])[CH2:13]3. Reactants: C(C)(C)[N-]C(C)C.[Li+] (lithium diisopropylamide), C(C)(C)NC(C)C (diisopropylamine), C(CCC)[Li] (n-butyllithium), CN(CCN(C)C)C (N,N,N', N'-tetramethyl-ethylenediamine), BrC1=CC=C(CN2C=NC=C2CCCCl)C=C1 (1-(p-bromobenzyl)-5-(3-chloropropyl)-1H-imidazole). Solvent: O1CCCC1 (tetrahydrofuran), O1CCCC1 (tetrahydrofuran). Conditions: time 3.5 hour. Yields the product BrC1=CC=C(C=C1)C1CCCC=2N1C=NC2 (5-(p-Bromophenyl)-5,6,7,8-tetrahydroimidazo[1,5-a]-pyridine). RXN SMILES: C([N-]C(C)C)(C)C.[Li+].C(NC(C)C)(C)C.C([Li])CCC.CN(C)CCN(C)C.[Br:29][C:30]1[CH:45]=[CH:44][C:33]([CH2:34][N:35]2[C:39]([CH2:40][CH2:41][CH2:42]Cl)=[CH:38][N:37]=[CH:36]2)=[CH:32][CH:31]=1>O1CCCC1>[Br:29][C:30]1[CH:45]=[CH:44][C:33]([CH:34]2[N:35]3[CH:36]=[N:37][CH:38]=[C:39]3[CH2:40][CH2:41][CH2:42]2)=[CH:32][CH:31]=1 |f:0.1|. Procedure details: A solution of lithium diisopropylamide, prepared at 0° from 0.12 ml of diisopropylamine and 0.33 ml of n-butyllithium (2.5M) in 2 ml of tetrahydrofuran under nitrogen, is added to a solution of 0.13 ml of N,N,N', N'-tetramethyl-ethylenediamine and 0.124 g of 1-(p-bromobenzyl)-5-(3-chloropropyl)-1H-imidazole in 2 ml of tetrahydrofuran at -78°. The reaction mixture is stirred for 3.5 h, quenched at -78° with saturated ammonium chloride solution and extracted with methylene chloride (3×10 ml). The ... The reactants are COC1=C(C=CC(=C1)N1N=CC=C1)C1=CC=C(N=N1)N(C1CC(NC(C1)(C)C)(C)C)C (6-(2-methoxy-4-(1H-pyrazol-1-yl)phenyl)-N-methyl-N-(2,2,6,6-tetramethylpiperidin-4-yl)pyridazin-3-amine), C(=O)([O-])[O-].[K+].[K+] (K2CO3), C1(=CC=CC=C1)S (thiophenol). Solvent: CN1CCCC1=O (NMP). Run at temperature 190 celsius. Product: CN(C1=CC=C(N=N1)C1=C(C=C(C=C1)N1N=CC=C1)O)C1CC(NC(C1)(C)C)(C)C (2-(6-(methyl(2,2,6,6-tetramethylpiperidin-4-yl)amino)pyridazin-3-yl)-5-(1H-pyrazol-1-yl)phenol). Reaction SMILES: C1(S)C=CC=CC=1.C[O:9][C:10]1[CH:15]=[C:14]([N:16]2[CH:20]=[CH:19][CH:18]=[N:17]2)[CH:13]=[CH:12][C:11]=1[C:21]1[N:26]=[N:25][C:24]([N:27]([CH3:38])[CH:28]2[CH2:33][C:32]([CH3:35])([CH3:34])[NH:31][C:30]([CH3:37])([CH3:36])[CH2:29]2)=[CH:23][CH:22]=1.C([O-])([O-])=O.[K+].[K+]>CN1C(=O)CCC1>[CH3:38][N:27]([CH:28]1[CH2:33][C:32]([CH3:35])([CH3:34])[NH:31][C:30]([CH3:37])([CH3:36])[CH2:29]1)[C:24]1[N:25]=[N:26][C:21]([C:11]2[CH:12]=[CH:13][C:14]([N:16]3[CH:20]=[CH:19][CH:18]=[N:17]3)=[CH:15][C:10]=2[OH:9])=[CH:22][CH:23]=1 |f:2.3.4|. Procedure details: As described in GENERAL METHOD 3-1, thiophenol (0.127 mL, 1.24 mmol) was added to a microwave vial containing 6-(2-methoxy-4-(1H-pyrazol-1-yl)phenyl)-N-methyl-N-(2,2,6,6-tetramethylpiperidin-4-yl)pyridazin-3-amine (520 mg, 1.24 mmol) and K2CO3 (171 mg, 1.24 mmol) in NMP (5 mL). The microwave vial was evacuated and filled with N2 (2×). The reaction mixture was heated in the microwave at 190° C. for 30 min. The reaction mixture was filtered through celite (pre-packed filter funnel) washing with Me...